This data is from the Open Reaction Database (ORD), a public repository of structured organic reaction records. The task is: describe an organic reaction: reactants, conditions, products, and yield Starting materials: O=C(n1ccnc1)n1ccnc1, CS(N)(=O)=O, CN(C)C=O, CC1(C)Cc2cc(C(=O)O)cc(Cl)c2NC1c1cccc(N2CCOCC2)c1, [H-], [Na+]. Product: CC1(C)Cc2cc(C(=O)NS(C)(=O)=O)cc(Cl)c2NC1c1cccc(N2CCOCC2)c1. RXN SMILES: [C:36]([n:37]1[cH:38][cH:39][n:40][cH:41]1)([n:42]1[cH:43][cH:44][n:45][cH:46]1)=[O:47].[CH3:3][S:4](=[O:5])(=[O:6])[NH2:7].[CH3:48][N:49]([CH3:50])[CH:51]=[O:52].[Cl:8][c:9]1[cH:10][c:11]([C:33](=[O:34])[OH:35])[cH:12][c:13]2[c:18]1[NH:17][CH:16]([c:19]1[cH:20][c:21]([N:25]3[CH2:26][CH2:27][O:28][CH2:29][CH2:30]3)[cH:22][cH:23][cH:24]1)[C:15]([CH3:31])([CH3:32])[CH2:14]2.[H-:1].[Na+:2]>>[CH3:3][S:4](=[O:5])(=[O:6])[NH:7][C:33]([c:11]1[cH:10][c:9]([Cl:8])[c:18]2[c:13]([cH:12]1)[CH2:14][C:15]([CH3:31])([CH3:32])[CH:16]([c:19]1[cH:20][c:21]([N:25]3[CH2:26][CH2:27][O:28][CH2:29][CH2:30]3)[cH:22][cH:23][cH:24]1)[NH:17]2)=[O:34]. The reactants are ClCCNC(=O)N(C1[C@H](O)[C@@H](O)[C@@H](O)[C@H](O1)CO)CC1=CC=CC=C1 (1-(2-chloroethyl)-3-benzyl-3-(D-galactopyranosyl)urea), [N+](=O)([N+](=O)[O-])[O-] (nitrogen tetroxide). Product: ClCCN(C(=O)N(C1[C@H](O)[C@@H](O)[C@@H](O)[C@H](O1)CO)CC1=CC=CC=C1)N=O (1-(2-chloroethyl)-1-nitroso-3-benzyl-3-(D-galactopyranosyl)urea). Isolated yield 68.4%. As a reaction SMILES: [Cl:1][CH2:2][CH2:3][NH:4][C:5]([N:7]([CH2:19][C:20]1[CH:25]=[CH:24][CH:23]=[CH:22][CH:21]=1)[CH:8]1[O:16][C@H:15]([CH2:17][OH:18])[C@H:13]([OH:14])[C@H:11]([OH:12])[C@H:9]1[OH:10])=[O:6].[N+:26]([O-])([N+]([O-])=O)=[O:27]>>[Cl:1][CH2:2][CH2:3][N:4]([N:26]=[O:27])[C:5]([N:7]([CH2:19][C:20]1[CH:21]=[CH:22][CH:23]=[CH:24][CH:25]=1)[CH:8]1[O:16][C@H:15]([CH2:17][OH:18])[C@H:13]([OH:14])[C@H:11]([OH:12])[C@H:9]1[OH:10])=[O:6]. Reported procedure: 3.8 g of 1-(2-chloroethyl)-3-benzyl-3-(D-galactopyranosyl)urea and 5 g of nitrogen tetroxide gas are treated in the same manner as described in Example 23-(2). 2.8 g of 1-(2-chloroethyl)-1-nitroso-3-benzyl-3-(D-galactopyranosyl)urea are thereby obtained as yellow caramel. The reactants are ClC1=CC=C(C=C1)C\C=C/CO.CC1=CC=C(C=C1)S(=O)(=O)[O-] ((Z)-4-(4-chlorophenyl)but-2-en-1-ol 4-methylbenzenesulfonate), C(C)N(CCCCCCC)CC (N,N-diethylheptanamine). Solvent: C(C)#N (acetonitrile). Reaction conditions: time 2 hour. The product is CC1=CC=C(C=C1)S(=O)(=O)[O-].ClC1=CC=C(C=C1)C\C=C/C[N+](CCCCCCC)(CC)CC ((Z)-4-(4-Chlorophenyl)-N,N-diethyl-N-heptyl-2-buten-1-aminium 4-methylbenzenesulfonate). As a reaction SMILES: [Cl:1][C:2]1[CH:7]=[CH:6][C:5]([CH2:8]/[CH:9]=[CH:10]\[CH2:11]O)=[CH:4][CH:3]=1.[CH3:13][C:14]1[CH:19]=[CH:18][C:17]([S:20]([O-:23])(=[O:22])=[O:21])=[CH:16][CH:15]=1.[CH2:24]([N:26]([CH2:34][CH3:35])[CH2:27][CH2:28][CH2:29][CH2:30][CH2:31][CH2:32][CH3:33])[CH3:25]>C(#N)C>[CH3:13][C:14]1[CH:15]=[CH:16][C:17]([S:20]([O-:23])(=[O:22])=[O:21])=[CH:18][CH:19]=1.[Cl:1][C:2]1[CH:7]=[CH:6][C:5]([CH2:8]/[CH:9]=[CH:10]\[CH2:11][N+:26]([CH2:24][CH3:25])([CH2:34][CH3:35])[CH2:27][CH2:28][CH2:29][CH2:30][CH2:31][CH2:32][CH3:33])=[CH:4][CH:3]=1 |f:0.1,4.5|. Procedure details: Mix 5.40 g (0.016 mole) of (Z)-4-(4-chlorophenyl)but-2-en-1-ol 4-methylbenzenesulfonate and 10.96 g (0.064 mole) of N,N-diethylheptanamine in 200 ml of acetonitrile. Stir the mixture at room temperature for 2 hours. Evaporate and recrystallize from ethyl acetate to yield the title compound, m.p. 79°-80° C.